This data is from the Open Reaction Database (ORD), a public repository of structured organic reaction records. The task is: describe an organic reaction: reactants, conditions, products, and yield The reactants are COC1=C(C=C(C=C1)C(=CC#N)C1=CC(=C(C=C1)OC)OC)[N+](=O)[O-] (3-(4-methoxy-3-nitro-phenyl)-3-(3,4-dimethoxy-phenyl)-acrylonitrile), diethyl cyanomethylphosphate, COC=1C=C(C=CC1[N+](=O)[O-])C(=O)C1=CC(=C(C(=C1)OC)OC)OC ((3-methoxy-4-nitro-phenyl)-(3,4,5-trimethoxy-phenyl)-methanone), C[Si](C)(C)[N-][Si](C)(C)C.[Li+] (lithium bis(trimethylsilyl)amide). Yields the product COC=1C=C(C=CC1[N+](=O)[O-])C(=CC#N)C1=CC(=C(C(=C1)OC)OC)OC (3-(3-methoxy-4-nitro-phenyl)-3-(3,4,5-trimethoxy-phenyl)-acrylonitrile). Isolated yield 70.0%. RXN SMILES: COC1C=CC(C(C2C=CC(OC)=C(OC)C=2)=[CH:10][C:11]#[N:12])=CC=1[N+]([O-])=O.[CH3:26][O:27][C:28]1[CH:29]=[C:30]([C:37]([C:39]2[CH:44]=[C:43]([O:45][CH3:46])[C:42]([O:47][CH3:48])=[C:41]([O:49][CH3:50])[CH:40]=2)=O)[CH:31]=[CH:32][C:33]=1[N+:34]([O-:36])=[O:35].C[Si]([N-][Si](C)(C)C)(C)C.[Li+]>>[CH3:26][O:27][C:28]1[CH:29]=[C:30]([C:37]([C:39]2[CH:44]=[C:43]([O:45][CH3:46])[C:42]([O:47][CH3:48])=[C:41]([O:49][CH3:50])[CH:40]=2)=[CH:10][C:11]#[N:12])[CH:31]=[CH:32][C:33]=1[N+:34]([O-:36])=[O:35] |f:2.3|. Reported procedure: 3-(3-Methoxy-4-nitro-phenyl)-3-(3,4,5-trimethoxy-phenyl)-acrylonitrile (E and Z isomers) were prepared analogously to 3-(4-methoxy-3-nitro-phenyl)-3-(3,4-dimethoxy-phenyl)-acrylonitrile using (3-methoxy-4-nitro-phenyl)-(3,4,5-trimethoxy-phenyl)-methanone (1.2 g, 3.5 mmol), lithium bis(trimethylsilyl)amide (3.9 ml, 3.9 mmol) and diethyl cyanomethylphosphate (0.7 g, 3.9 mmol). The crude product was purified by flash chromatography (silica gel, CH2Cl2) to afford mixture isomers of 3-(3-methoxy-4-ni... The yield is 57.1%. RXN SMILES: [CH2:1]([O:6][CH2:7][CH2:8][CH2:9][CH:10]([C:15]([CH3:17])=O)[C:11](OC)=[O:12])[C:2]([CH3:5])([CH3:4])[CH3:3].[NH2:18][C:19]1[N:23]=[CH:22][NH:21][N:20]=1>C(O)(=O)CC>[OH:12][C:11]1[N:20]2[N:21]=[CH:22][N:23]=[C:19]2[N:18]=[C:15]([CH3:17])[C:10]=1[CH2:9][CH2:8][CH2:7][O:6][CH2:1][C:2]([CH3:5])([CH3:4])[CH3:3]. Starting materials: C(C(C)(C)C)OCCCC(C(=O)OC)C(=O)C (methyl 2-[3-(neopentyloxy)-propyl]-acetoacetate), NC1=NNC=N1 (3-amino-1,2,4-triazole). Yields the product OC1=C(C(=NC=2N1N=CN2)C)CCCOCC(C)(C)C (7-hydroxy-5-methyl-6-[3-(neopentyloxy)-propyl]-1,2,4-triazolo[1,5-a]pyrimidine). The solvent is C(CC)(=O)O (propionic acid). Procedure details: 22.0 g (90 millimoles) of methyl 2-[3-(neopentyloxy)-propyl]-acetoacetate and 7.14 g (84.9 millimoles) of 3-amino-1,2,4-triazole in 300 ml of boiling propionic acid are allowed to react for 21 hours. The mixture is cooled and then evaporated down, the residue is stirred into ice water, the solution is neutralized with 2N NaOH, and the product is filtered off under suction to give 13.5 g (57%) of colorless crystals of melting point 155°-159° C., which are reacted without further purification. Starting materials: FC=1C=C2C=CNC2=C(C1)CSC (5-Fluoro-7-[(methylsulfanyl)methyl]-1H-indole), ClC1=CC=C(C=C1)C(O)C1=CC=C(C=C1)F ((4-Chlorophenyl)(4-fluorophenyl)methanol), FC1=CC=C(C=C1)C(C1=CNC2=C(C=CC=C12)CSC)C1=CC=C(C=C1)F (3-[Bis(4-fluorophenyl)methyl]-7-[(methylsulfanyl)methyl]-1H-indole). Conditions: temperature 80 celsius, time 4 hour. Product: ClC1=CC=C(C=C1)C(C1=CNC2=C(C=C(C=C12)F)CSC)C1=CC=C(C=C1)F (3-[(4-Chlorophenyl)(4-fluorophenyl)methyl]-5-fluoro-7-[(methylsulfanyl)methyl]-1H-indole). As a reaction SMILES: [F:1][C:2]1[CH:3]=[C:4]2[C:8](=[C:9]([CH2:11][S:12][CH3:13])[CH:10]=1)[NH:7][CH:6]=[CH:5]2.[Cl:14][C:15]1[CH:20]=[CH:19][C:18]([CH:21]([C:23]2[CH:28]=[CH:27][C:26]([F:29])=[CH:25][CH:24]=2)O)=[CH:17][CH:16]=1.FC1C=CC(C(C2C=CC(F)=CC=2)C2C3C(=C(CSC)C=CC=3)NC=2)=CC=1>>[Cl:14][C:15]1[CH:16]=[CH:17][C:18]([CH:21]([C:23]2[CH:28]=[CH:27][C:26]([F:29])=[CH:25][CH:24]=2)[C:5]2[C:4]3[C:8](=[C:9]([CH2:11][S:12][CH3:13])[CH:10]=[C:2]([F:1])[CH:3]=3)[NH:7][CH:6]=2)=[CH:19][CH:20]=1. Procedure: The title compound was prepared starting from 500 mg (2.56 mmol) of the compound from Example 11A and 667 mg (2.56 mmol) of the compound from Example 81A in analogy to the synthesis of the compound from Example 278. A difference was that stirring at 80° C. was for only 4 h. 535 mg (50% of theory) of the target compound were obtained. Reactants: SC=1C=C(C#N)C=CC1 (3-mercaptobenzonitrile), C(C)(=O)O[C@H]1[C@H](SC[C@H]([C@@H]1OC(C)=O)OC(C)=O)Br (2,3,4-tri-O-acetyl-5-thio-α-D-xylopyranosyl bromide), mercuric cyanide, [Hg](C#N)C#N (Hg(CN)2). Product: C(C)(=O)O[C@H]1[C@H](SC2=CC(=CC=C2)C#N)SC[C@H]([C@@H]1OC(C)=O)OC(C)=O (3-cyanophenyl 2,3,4-tri-O-acetyl-1,5-dithio-β-D-xylopyranoside). Reaction SMILES: [SH:1][C:2]1[CH:3]=[C:4]([CH:7]=[CH:8][CH:9]=1)[C:5]#[N:6].[Hg](C#N)C#N.[C:15]([O:18][C@@H:19]1[C@@H:24]([O:25][C:26](=[O:28])[CH3:27])[C@H:23]([O:29][C:30](=[O:32])[CH3:31])[CH2:22][S:21][C@@H:20]1Br)(=[O:17])[CH3:16]>>[C:15]([O:18][C@@H:19]1[C@@H:24]([O:25][C:26](=[O:28])[CH3:27])[C@H:23]([O:29][C:30](=[O:32])[CH3:31])[CH2:22][S:21][C@H:20]1[S:1][C:2]1[CH:9]=[CH:8][CH:7]=[C:4]([C:5]#[N:6])[CH:3]=1)(=[O:17])[CH3:16]. Reported procedure: If the procedure described in Preparation I is followed starting from 9.3 g (67.10-3 mol) of 3-mercaptobenzonitrile, 18 g (73.10-3 mol) of mercuric cyanide, Hg(CN)2, and 26.14 g (73.10-3 mol) of 2,3,4-tri-O-acetyl-5-thio-α-D-xylopyranosyl bromide, 8.55 g of the expected product are obtained. Reactants: Cc1ncc(CN2CC(C)C(c3nc4c(cnn4C4CCOCC4)c(=O)[nH]3)C2)cn1, O=Cc1ccnc2ccccc12. Product: CC1CN(Cc2ccnc3ccccc23)CC1c1nc2c(cnn2C2CCOCC2)c(=O)[nH]1. As a reaction SMILES: [CH3:1][CH:2]1[CH:3]([c:15]2[nH:16][c:17](=[O:30])[c:18]3[c:19]([n:20]2)[n:21]([CH:24]2[CH2:25][CH2:26][O:27][CH2:28][CH2:29]2)[n:22][cH:23]3)[CH2:4][N:5]([CH2:7][c:8]2[cH:9][n:10][c:11]([CH3:12])[n:13][cH:14]2)[CH2:6]1.[n:31]1[cH:32][cH:33][c:34]([CH:41]=[O:42])[c:35]2[cH:36][cH:37][cH:38][cH:39][c:40]12>>[CH3:1][CH:2]1[CH:3]([c:15]2[nH:16][c:17](=[O:30])[c:18]3[c:19]([n:20]2)[n:21]([CH:24]2[CH2:25][CH2:26][O:27][CH2:28][CH2:29]2)[n:22][cH:23]3)[CH2:4][N:5]([CH2:7][c:34]2[cH:33][cH:32][n:31][c:40]3[c:35]2[cH:36][cH:37][cH:38][cH:39]3)[CH2:6]1. Starting materials: OCC1Cc2cccc(C3CCCC3)c2O1, Cc1ccc(S(=O)(=O)Cl)cc1, c1ccncc1. Product: Cc1ccc(S(=O)(=O)OCC2Cc3cccc(C4CCCC4)c3O2)cc1. As a reaction SMILES: [CH:1]1([c:6]2[cH:7][cH:8][cH:9][c:10]3[c:14]2[O:13][CH:12]([CH2:15][OH:16])[CH2:11]3)[CH2:2][CH2:3][CH2:4][CH2:5]1.[c:17]1([CH3:27])[cH:18][cH:19][c:20]([S:23](=[O:24])(=[O:25])[Cl:26])[cH:21][cH:22]1.[cH:28]1[cH:29][cH:30][n:31][cH:32][cH:33]1>>[CH:1]1([c:6]2[cH:7][cH:8][cH:9][c:10]3[c:14]2[O:13][CH:12]([CH2:15][O:16][S:23]([c:20]2[cH:19][cH:18][c:17]([CH3:27])[cH:22][cH:21]2)(=[O:24])=[O:25])[CH2:11]3)[CH2:2][CH2:3][CH2:4][CH2:5]1. Starting materials: FC1=C(C=C(C=C1)CC(=O)O)C(F)(F)F ((4-fluoro-3-trifluoromethyl-phenyl)-acetic acid), CO (methanol). Reagents/catalysts: S(O)(O)(=O)=O (sulfuric acid). Yields the product COC(CC1=CC(=C(C=C1)F)C(F)(F)F)=O ((4-fluoro-3-trifluoromethyl-phenyl)-acetic acid methyl ester). The yield is 96.0%. RXN SMILES: [F:1][C:2]1[CH:7]=[CH:6][C:5]([CH2:8][C:9]([OH:11])=[O:10])=[CH:4][C:3]=1[C:12]([F:15])([F:14])[F:13].[CH3:16]O>S(=O)(=O)(O)O>[CH3:16][O:10][C:9](=[O:11])[CH2:8][C:5]1[CH:6]=[CH:7][C:2]([F:1])=[C:3]([C:12]([F:13])([F:14])[F:15])[CH:4]=1. Procedure details: A solution of (4-fluoro-3-trifluoromethyl-phenyl)-acetic acid (4.90 g, 22.06 mmol) in methanol (40 mL) was treated with concentrated sulfuric acid (7 drops). The reaction mixture was heated under reflux for 2 h. The reaction was then concentrated in vacuo. The residue was dissolved in ethyl acetate (100 mL) and washed with a saturated aqueous sodium bicarbonate solution (1×50 mL) and a saturated aqueous sodium chloride solution (1×50 mL). The combined organic layers were dried over sodium sulfat... Reactants: N#N (N2), COC1=C(CN(S(=O)(=O)C2=CC3=C(N(C(O3)=O)[C@H](C)C3=C(C=CC=C3)C3(CN(C3)C(=O)OC(C)(C)C)O)C=C2F)C2=NC=NS2)C=CC(=C1)OC ((R)-tert-Butyl 3-(2-(1-(6-(N-(2,4-dimethoxybenzyl)-N-(1,2,4-thiadiazol-5-yl)sulfamoyl)-5-fluoro-2-oxobenzo[d]oxazol-3(2H)-yl)ethyl)phenyl)-3-hydroxyazetidine-1-carboxylate), CCN(CC)S(F)(F)F (DAST). Solvent: C(Cl)Cl (DCM). Reaction conditions: temperature -78 celsius, time 30 minute. The product is COC1=C(CN(S(=O)(=O)C2=CC3=C(N(C(O3)=O)[C@H](C)C3=C(C=CC=C3)C3(CN(C3)C(=O)OC(C)(C)C)F)C=C2F)C2=NC=NS2)C=CC(=C1)OC ((R)-tert-Butyl 3-(2-(1-(6-(N-(2,4-dimethoxybenzyl)-N-(1,2,4-thiadiazol-5-yl)sulfamoyl)-5-fluoro-2-oxobenzo[d]oxazol-3(2H)-yl)ethyl)phenyl)-3-fluoroazetidine-1-carboxylate). As a reaction SMILES: N#N.[CH3:3][O:4][C:5]1[CH:51]=[C:50]([O:52][CH3:53])[CH:49]=[CH:48][C:6]=1[CH2:7][N:8]([C:43]1[S:47][N:46]=[CH:45][N:44]=1)[S:9]([C:12]1[C:41]([F:42])=[CH:40][C:15]2[N:16]([C@@H:20]([C:22]3[CH:27]=[CH:26][CH:25]=[CH:24][C:23]=3[C:28]3(O)[CH2:31][N:30]([C:32]([O:34][C:35]([CH3:38])([CH3:37])[CH3:36])=[O:33])[CH2:29]3)[CH3:21])[C:17](=[O:19])[O:18][C:14]=2[CH:13]=1)(=[O:11])=[O:10].CCN(S(F)(F)[F:60])CC>C(Cl)Cl>[CH3:3][O:4][C:5]1[CH:51]=[C:50]([O:52][CH3:53])[CH:49]=[CH:48][C:6]=1[CH2:7][N:8]([C:43]1[S:47][N:46]=[CH:45][N:44]=1)[S:9]([C:12]1[C:41]([F:42])=[CH:40][C:15]2[N:16]([C@@H:20]([C:22]3[CH:27]=[CH:26][CH:25]=[CH:24][C:23]=3[C:28]3([F:60])[CH2:31][N:30]([C:32]([O:34][C:35]([CH3:38])([CH3:37])[CH3:36])=[O:33])[CH2:29]3)[CH3:21])[C:17](=[O:19])[O:18][C:14]=2[CH:13]=1)(=[O:10])=[O:11]. Reported procedure: In an oven-dried 2 dram vial under N2, added (R)-tert-butyl 3-(2-(1-(6-(N-(2,4-dimethoxybenzyl)-N-(1,2,4-thiadiazol-5-yl)sulfamoyl)-5-fluoro-2-oxobenzo[d]oxazol-3(2H)-yl)ethyl)phenyl)-3-hydroxyazetidine-1-carboxylate (32-3, 55.8 mg, 0.075 mmol) to DCM (376 μl) and cooled to −78° C. Added DAST (19.88 μl, 0.150 mmol) dropwise. After 30 min at −78° C., removed from bath and allowed to slowly warm to RT. After 20 min, LCMS showed complete consumption of SM to desired product. Cooled reaction to 0° C... Reactants: BrC=1C=C(C=O)C=CC1OC(C)C (3-bromo-4-isopropoxybenzaldehyde), C(C)OCCOC1=CC(=C(C(=C1)C)B(O)O)C ([4-(2-ethoxyethoxy)-2,6-dimethylphenyl]boronic acid), C1(CCCCC1)P(C1=C(C=CC=C1)C1=CC=CC=C1)C1CCCCC1 (2-(dicyclohexylphosphino)biphenyl), P(=O)([O-])([O-])[O-].[K+].[K+].[K+] (tripotassium phosphate). The reagents and catalysts are C=1C=CC(=CC1)/C=C/C(=O)/C=C/C2=CC=CC=C2.C=1C=CC(=CC1)/C=C/C(=O)/C=C/C2=CC=CC=C2.C=1C=CC(=CC1)/C=C/C(=O)/C=C/C2=CC=CC=C2.[Pd].[Pd] (tris(dibenzylideneacetone)dipalladium(0)). The solvent is C1(=CC=CC=C1)C (toluene). Conditions: temperature 90 celsius, time 18 hour. Product: C(C)OCCOC1=CC(=C(C(=C1)C)C1=CC(=CC=C1OC(C)C)C=O)C (4′-(2-ethoxyethoxy)-6-isopropoxy-2′,6′-dimethylbiphenyl-3-carbaldehyde). The yield is 35.9%. As a reaction SMILES: Br[C:2]1[CH:3]=[C:4]([CH:7]=[CH:8][C:9]=1[O:10][CH:11]([CH3:13])[CH3:12])[CH:5]=[O:6].[CH2:14]([O:16][CH2:17][CH2:18][O:19][C:20]1[CH:25]=[C:24]([CH3:26])[C:23](B(O)O)=[C:22]([CH3:30])[CH:21]=1)[CH3:15].C1(P(C2CCCCC2)C2C=CC=CC=2C2C=CC=CC=2)CCCCC1.P([O-])([O-])([O-])=O.[K+].[K+].[K+]>C1C=CC(/C=C/C(/C=C/C2C=CC=CC=2)=O)=CC=1.C1C=CC(/C=C/C(/C=C/C2C=CC=CC=2)=O)=CC=1.C1C=CC(/C=C/C(/C=C/C2C=CC=CC=2)=O)=CC=1.[Pd].[Pd].C1(C)C=CC=CC=1>[CH2:14]([O:16][CH2:17][CH2:18][O:19][C:20]1[CH:21]=[C:22]([CH3:30])[C:23]([C:2]2[C:9]([O:10][CH:11]([CH3:13])[CH3:12])=[CH:8][CH:7]=[C:4]([CH:5]=[O:6])[CH:3]=2)=[C:24]([CH3:26])[CH:25]=1)[CH3:15] |f:3.4.5.6,7.8.9.10.11|. Procedure: [step 1] A mixture of 3-bromo-4-isopropoxybenzaldehyde (0.42 g, 1.72 mmol), [4-(2-ethoxyethoxy)-2,6-dimethylphenyl]boronic acid (0.45 g, 1.89 mmol), tris(dibenzylideneacetone)dipalladium(0) (63 mg, 0.069 mmol), 2-(dicyclohexylphosphino)biphenyl (37 mg, 0.10 mmol), tripotassium phosphate (0.73 g, 3.44 mmol) and toluene (20 mL) was stirred under a nitrogen atmosphere at 90° C. for 18 hr. After cooling the reaction mixture, the insoluble material was filtered off, and the filtrate was concentrated ...